This data is from the Open Reaction Database (ORD), a public repository of structured organic reaction records. The task is: describe an organic reaction: reactants, conditions, products, and yield The reactants are CC(C)(C)OC(=O)c1ccc(C=CCC2CCCCC2)cc1Nc1ccc(F)cc1, O=C(O)C(F)(F)F. Yields the product O=C(O)c1ccc(C=CCC2CCCCC2)cc1Nc1ccc(F)cc1. Reaction SMILES: [CH:8]1([CH2:14][CH:15]=[CH:16][c:17]2[cH:18][c:19]([NH:30][c:31]3[cH:32][cH:33][c:34]([F:37])[cH:35][cH:36]3)[c:20]([C:21](=[O:22])[O:23][C:24]([CH3:25])([CH3:26])[CH3:27])[cH:28][cH:29]2)[CH2:9][CH2:10][CH2:11][CH2:12][CH2:13]1.[OH:1][C:2]([C:3]([F:4])([F:5])[F:6])=[O:7]>>[CH:8]1([CH2:14][CH:15]=[CH:16][c:17]2[cH:18][c:19]([NH:30][c:31]3[cH:32][cH:33][c:34]([F:37])[cH:35][cH:36]3)[c:20]([C:21](=[O:22])[OH:23])[cH:28][cH:29]2)[CH2:9][CH2:10][CH2:11][CH2:12][CH2:13]1. Reactants: FC1=C(C=C(C(=O)N[C@@](CC2=CC=C(C(=O)OC)C=C2)(C2=CC(=CC(=C2)OC(C(F)F)(F)F)F)C2=CC(=C(C=C2)F)C(F)(F)F)C=C1)C(F)(F)F ((R)-methyl 4-(2-(4-fluoro-3-(trifluoromethyl)benzamido)-2-(4-fluoro-3-(trifluoromethyl)phenyl)-2-(3-fluoro-5-(1,1,2,2-tetrafluoroethoxy)phenyl)ethyl)benzoate), 57, C(C)[BH-](CC)CC.[Li+] (lithium triethylborohydride). Run in C1CCOC1 (THF). Reaction conditions: temperature -78 celsius, time 1.5 hour. Product: FC1=C(C=C(C(=O)N[C@@](CC2=CC=C(C=C2)CO)(C2=CC(=CC(=C2)OC(C(F)F)(F)F)F)C2=CC(=C(C=C2)F)C(F)(F)F)C=C1)C(F)(F)F ((R)-4-fluoro-N-(1-(4-fluoro-3-(trifluoromethyl)phenyl)-1-(3-fluoro-5-(1,1,2,2-tetrafluoroethoxy)phenyl)-2-(4-(hydroxymethyl)phenyl)ethyl)-3-(trifluoromethyl)benzamide). Isolated yield 79.0%. Reaction SMILES: [F:1][C:2]1[CH:47]=[CH:46][C:5]([C:6]([NH:8][C@:9]([C:35]2[CH:40]=[CH:39][C:38]([F:41])=[C:37]([C:42]([F:45])([F:44])[F:43])[CH:36]=2)([C:21]2[CH:26]=[C:25]([O:27][C:28]([F:33])([F:32])[CH:29]([F:31])[F:30])[CH:24]=[C:23]([F:34])[CH:22]=2)[CH2:10][C:11]2[CH:20]=[CH:19][C:14]([C:15](OC)=[O:16])=[CH:13][CH:12]=2)=[O:7])=[CH:4][C:3]=1[C:48]([F:51])([F:50])[F:49].C([BH-](CC)CC)C.[Li+]>C1COCC1>[F:1][C:2]1[CH:47]=[CH:46][C:5]([C:6]([NH:8][C@:9]([C:35]2[CH:40]=[CH:39][C:38]([F:41])=[C:37]([C:42]([F:43])([F:44])[F:45])[CH:36]=2)([C:21]2[CH:26]=[C:25]([O:27][C:28]([F:33])([F:32])[CH:29]([F:30])[F:31])[CH:24]=[C:23]([F:34])[CH:22]=2)[CH2:10][C:11]2[CH:20]=[CH:19][C:14]([CH2:15][OH:16])=[CH:13][CH:12]=2)=[O:7])=[CH:4][C:3]=1[C:48]([F:51])([F:50])[F:49] |f:1.2|. Procedure details: To a solution of (R)-methyl 4-(2-(4-fluoro-3-(trifluoromethyl)benzamido)-2-(4-fluoro-3-(trifluoromethyl)phenyl)-2-(3-fluoro-5-(1,1,2,2-tetrafluoroethoxy)phenyl)ethyl)benzoate prepared as described in Procedure 96, 97, 98, 56 and 57 (29 mg, 0.039 mmol) in THF at −78° C. was added a solution of lithium triethylborohydride (1.0 M in THF, 0.5 mL, 0.5 mmol). The resulting mixture was stirred at −78° C. for 1.5 h. The reaction was quenched by addition of 1 N NaOH (1 mL) and the aqueous layer was extra...